This data is from the Open Reaction Database (ORD), a public repository of structured organic reaction records. The task is: describe an organic reaction: reactants, conditions, products, and yield Reactants: [Si](C1=CC=CC=C1)(C1=CC=CC=C1)(C(C)(C)C)OC1=CC=C(OC[C@H](CNCCC2=CC=C(NC3CCN(CC3)C(=O)NCCCCC3=CC(=C(C=C3)OC)OC)C=C2)O)C=C1 (4-[4-(2-{[(2S)-3-(4-{[tert-Butyl(diphenyl)silyl]oxy}phenoxy)-2-hydroxy-propyl]amino}ethyl)anilino]-N-[4-(3,4-dimethoxyphenyl)butyl]-1-piperidinecarboxamide). The solvent is C(Cl)(Cl)Cl.CO (chloroform methanol). Yields the product COC=1C=C(C=CC1OC)CCCCNC(=O)N1CCC(CC1)NC1=CC=C(C=C1)CCNCC(COC1=CC=C(C=C1)O)O (4-(4-[2-[2-Hydroxy-3-(4-hydroxy-phenoxy)-propylamino]-ethyl}-phenylamino)-piperidine-1-carboxylic acid [4-(3,4-dimethoxy-phenyl)-butyl]-amide). Isolated yield 89.4%. RXN SMILES: [Si]([O:18][C:19]1[CH:62]=[CH:61][C:22]([O:23][CH2:24][C@@H:25]([OH:60])[CH2:26][NH:27][CH2:28][CH2:29][C:30]2[CH:59]=[CH:58][C:33]([NH:34][CH:35]3[CH2:40][CH2:39][N:38]([C:41]([NH:43][CH2:44][CH2:45][CH2:46][CH2:47][C:48]4[CH:53]=[CH:52][C:51]([O:54][CH3:55])=[C:50]([O:56][CH3:57])[CH:49]=4)=[O:42])[CH2:37][CH2:36]3)=[CH:32][CH:31]=2)=[CH:21][CH:20]=1)(C(C)(C)C)(C1C=CC=CC=1)C1C=CC=CC=1>C(Cl)(Cl)Cl.CO>[CH3:57][O:56][C:50]1[CH:49]=[C:48]([CH2:47][CH2:46][CH2:45][CH2:44][NH:43][C:41]([N:38]2[CH2:37][CH2:36][CH:35]([NH:34][C:33]3[CH:58]=[CH:59][C:30]([CH2:29][CH2:28][NH:27][CH2:26][CH:25]([OH:60])[CH2:24][O:23][C:22]4[CH:61]=[CH:62][C:19]([OH:18])=[CH:20][CH:21]=4)=[CH:31][CH:32]=3)[CH2:40][CH2:39]2)=[O:42])[CH:53]=[CH:52][C:51]=1[O:54][CH3:55] |f:1.2|. Reported procedure: 4-[4-(2-{[(2S)-3-(4-{[tert-Butyl(diphenyl)silyl]oxy}phenoxy)-2-hydroxy-propyl]amino}ethyl)anilino]-N-[4-(3,4-dimethoxyphenyl)butyl]-1-piperidinecarboxamide (0.40 g, 0.47 mmol) was reacted according to Procedure H (eluant: 10:1 chloroform-methanol containing 2% triethylamine) to give the title compound (0.26 g, 0.42 mmol).